Dataset: the Open Reaction Database (ORD), a public repository of structured organic reaction records. Task: describe an organic reaction: reactants, conditions, products, and yield Reactants: [Li]CCCC, BrCc1cccc(Cc2ccccc2)c1, BrCc1ccccc1, C1CCCCC1, CCCCCCC, CCOC(C)=O, OCCO. Yields the product OCCOCc1cccc(Cc2ccccc2)c1. Reaction SMILES: [CH2:16]([Li:17])[CH2:18][CH2:19][CH3:20].[CH2:1]([c:2]1[cH:3][cH:4][cH:5][cH:6][cH:7]1)[c:8]1[cH:9][c:10]([CH2:11][Br:12])[cH:13][cH:14][cH:15]1.[CH2:25]([Br:26])[c:27]1[cH:28][cH:29][cH:30][cH:31][cH:32]1.[CH2:46]1[CH2:47][CH2:48][CH2:49][CH2:50][CH2:51]1.[CH3:33][CH2:34][CH2:35][CH2:36][CH2:37][CH2:38][CH3:39].[CH3:40][CH2:41][O:42][C:43](=[O:44])[CH3:45].[OH:21][CH2:22][CH2:23][OH:24]>>[CH2:1]([c:2]1[cH:3][cH:4][cH:5][cH:6][cH:7]1)[c:8]1[cH:9][c:10]([CH2:11][O:21][CH2:22][CH2:23][OH:24])[cH:13][cH:14][cH:15]1.